From a dataset of the Open Reaction Database (ORD), a public repository of structured organic reaction records. describe an organic reaction: reactants, conditions, products, and yield Reactants: ClC1=CC(=NC(=N1)C1=CC=C(C=C1)[N+](=O)[O-])N1CC2CCC(C1)O2 (3-[6-Chloro-2-(4-nitro-phenyl)-pyrimidin-4-yl]-8-oxa-3-aza-bicyclo[3.2.1]octane), [H-].[Na+] (Sodium hydride), [H][H] (hydrogen). Run in CC(C)O (2-propanol). Reaction conditions: temperature 140 celsius. Yields the product C(C)(C)OC1=NC(=NC(=C1)N1CC2CCC(C1)O2)C2=CC=C(C=C2)N (4-[4-Isopropoxy-6-(8-oxa-3-aza-bicyclo[3.2.1]oct-3-yl)-pyrimidin-2-yl]-phenylamine). As a reaction SMILES: Cl[C:2]1[N:7]=[C:6]([C:8]2[CH:13]=[CH:12][C:11]([N+:14]([O-])=O)=[CH:10][CH:9]=2)[N:5]=[C:4]([N:17]2[CH2:23][CH:22]3[O:24][CH:19]([CH2:20][CH2:21]3)[CH2:18]2)[CH:3]=1.[H-].[Na+].[H][H]>CC(O)C>[CH:22]([O:24][C:2]1[CH:3]=[C:4]([N:17]2[CH2:23][CH:22]3[O:24][CH:19]([CH2:20][CH2:21]3)[CH2:18]2)[N:5]=[C:6]([C:8]2[CH:13]=[CH:12][C:11]([NH2:14])=[CH:10][CH:9]=2)[N:7]=1)([CH3:23])[CH3:21] |f:1.2|. Reported procedure: In a 2-5 mL microwave vial was placed 3-(6-chloro-2-(4-nitrophenyl)pyrimidin-4-yl)-8-oxa-3-azabicyclo[3.2.1]octane (13, 70 mg, 0.202 mmol) in 2-propanol (4 mL) to give a yellow suspension. Sodium hydride (60% in oil, 32.3 mg, 0.807 mmol) was added and the mixture was stirred until no further formation of hydrogen gas was observed. The reaction was heated under microwave irradiation at 140° C. for 30 min to give a bright orange suspension. Work-up: the solvents were evaporated. The residue was di...